Dataset: the Open Reaction Database (ORD), a public repository of structured organic reaction records. Task: describe an organic reaction: reactants, conditions, products, and yield Starting materials: OC=1C=C(C=CC1)[C@H]1[C@@H](C1)CNC(CCC)=O ((trans)-N-[[2-(3-hydroxyphenyl)cyclopropyl]methyl] butanamide), [OH-].[K+] (KOH), C(C=C)I (allyl iodide). The solvent is CCOCC (Et2O), C(C)O (ethanol). Conditions: time 18 hour. Product: C(C=C)OC=1C=C(C=CC1)[C@H]1[C@@H](C1)CNC(CCC)=O ((trans)-N-[[2-[3-(2-Propenyloxy)phenyl]cyclopropyl]methyl] butanamide). Yield: 34.4%. As a reaction SMILES: [OH:1][C:2]1[CH:3]=[C:4]([C@@H:8]2[CH2:10][C@H:9]2[CH2:11][NH:12][C:13](=[O:17])[CH2:14][CH2:15][CH3:16])[CH:5]=[CH:6][CH:7]=1.[OH-].[K+].[CH2:20](I)[CH:21]=[CH2:22]>C(O)C.CCOCC>[CH2:22]([O:1][C:2]1[CH:3]=[C:4]([C@@H:8]2[CH2:10][C@H:9]2[CH2:11][NH:12][C:13](=[O:17])[CH2:14][CH2:15][CH3:16])[CH:5]=[CH:6][CH:7]=1)[CH:21]=[CH2:20] |f:1.2|. Procedure details: To a rapidly stirred solution of (trans)-N-[[2-(3-hydroxyphenyl)cyclopropyl]methyl] butanamide (0.8 g, 3.4 mmol) and KOH (210 mg, 3.74 mmol) in ethanol (15 mL) was added allyl iodide (622 mg, 3.7 mmol). After stirring for 18 h, the suspension was diluted with Et2O (100 mL), and washed with H2O, 2N NaOH, brine, dried (K2CO3), and concentrated to a give a crude residue. The resulting material was purified by chromatography (silica gel, 40 % EtOAc/hexane) to afford 320 mg (34%) of the title compoun... Starting materials: C(C)(=O)OCC (ethyl acetate), C(C)(C)(C)OC(=O)N1CCN(CC1)CCCBr (4-(3-Bromo-propyl)-piperazine-1-carboxylic acid tert-butyl ester), ClC=1C=C(C=C(C1O)C(F)(F)F)C1=CC2=C(C(=N1)C#N)N=CN2C (6-(3-chloro-4-hydroxy-5-trifluoromethyl-phenyl)-1-methyl-1H-imidazo[4,5-c]pyridine-4-carbonitrile), C([O-])([O-])=O.[K+].[K+] (potassium carbonate). The solvent is O (water), C(C)#N (acetonitrile). Yields the product crude product, C(C)(C)(C)OC(=O)N1CCN(CC1)CCCOC1=C(C=C(C=C1C(F)(F)F)C1=CC2=C(C(=N1)C#N)N=CN2C)Cl (4-{3-[2-chloro-4-(4-cyano-1-methyl-1H-imidazo[4,5-c]pyridin-6-yl)-6-trifluoromethyl-phenoxy]-propyl}-piperazine-1-carboxylic acid tert-butyl ester). As a reaction SMILES: [C:1]([O:5][C:6]([N:8]1[CH2:13][CH2:12][N:11]([CH2:14][CH2:15][CH2:16]Br)[CH2:10][CH2:9]1)=[O:7])([CH3:4])([CH3:3])[CH3:2].[Cl:18][C:19]1[CH:20]=[C:21]([C:30]2[N:35]=[C:34]([C:36]#[N:37])[C:33]3[N:38]=[CH:39][N:40]([CH3:41])[C:32]=3[CH:31]=2)[CH:22]=[C:23]([C:26]([F:29])([F:28])[F:27])[C:24]=1[OH:25].C(=O)([O-])[O-].[K+].[K+].C(OCC)(=O)C>C(#N)C.O>[C:1]([O:5][C:6]([N:8]1[CH2:13][CH2:12][N:11]([CH2:14][CH2:15][CH2:16][O:25][C:24]2[C:23]([C:26]([F:27])([F:28])[F:29])=[CH:22][C:21]([C:30]3[N:35]=[C:34]([C:36]#[N:37])[C:33]4[N:38]=[CH:39][N:40]([CH3:41])[C:32]=4[CH:31]=3)=[CH:20][C:19]=2[Cl:18])[CH2:10][CH2:9]1)=[O:7])([CH3:4])([CH3:3])[CH3:2] |f:2.3.4|. Reported procedure: 4-(3-Bromo-propyl)-piperazine-1-carboxylic acid tert-butyl ester (172 mg) was added to a mixture of 6-(3-chloro-4-hydroxy-5-trifluoromethyl-phenyl)-1-methyl-1H-imidazo[4,5-c]pyridine-4-carbonitrile (165 mg) and potassium carbonate (130 mg) in acetonitrile (15 ml). The mixture was refluxed for 4 hours, then ethyl acetate (50 ml) and water (30 ml) were added and the organic layer was washed with brine, then dried over sodium sulfate, filtered and concentrated under reduced pressure to afford a cru... The reactants are C(=CCCCCCCCC)C=1C=C(C=CC1)[N+](=O)[O-] (3-(1-decenyl)nitrobenzene). The reagents and catalysts are [Pd] (palladium black). The solvent is C(C)(=O)O (acetic acid). Conditions: time 12 hour. Product: C(CCCCCCCCC)C=1C=C(N)C=CC1 (3-decylaniline). The yield is 18.8%. As a reaction SMILES: [CH:1]([C:11]1[CH:12]=[C:13]([N+:17]([O-])=O)[CH:14]=[CH:15][CH:16]=1)=[CH:2][CH2:3][CH2:4][CH2:5][CH2:6][CH2:7][CH2:8][CH2:9][CH3:10]>[Pd].C(O)(=O)C>[CH2:1]([C:11]1[CH:12]=[C:13]([CH:14]=[CH:15][CH:16]=1)[NH2:17])[CH2:2][CH2:3][CH2:4][CH2:5][CH2:6][CH2:7][CH2:8][CH2:9][CH3:10]. Procedure details: A mixture of 3-(1-decenyl)nitrobenzene (43.9 g), acetic acid (200 ml) and palladium black (2.0 g) was hydrogenated at room temperature and at atmospheric pressure for 12 hours. The catalyst was changed and the reaction was continued for 12 hours under the same conditions. The catalyst was filtered off and the residue was concentrated under reduced pressure. The residue obtained was purified by silica gel column chromatography (hexane/chloroform=10:1→1:2) to give 7.36 g of 3-decylaniline. The reactants are CC(C)(C)OC(=O)C1CCCN1C(=O)CCSC(=O)C(N)Cc1cccc(C(=O)c2ccccc2)c1, COc1ccccc1, O=C(O)C(F)(F)F. Product: NC(Cc1cccc(C(=O)c2ccccc2)c1)C(=O)SCCC(=O)N1CCCC1C(=O)O. Reaction SMILES: [C:1]([CH3:2])([CH3:3])([CH3:4])[O:5][C:6]([CH:7]1[N:8]([C:12]([CH2:13][CH2:14][S:15][C:16]([CH:17]([NH2:18])[CH2:19][c:20]2[cH:21][c:22]([C:26]([c:27]3[cH:28][cH:29][cH:30][cH:31][cH:32]3)=[O:33])[cH:23][cH:24][cH:25]2)=[O:34])=[O:35])[CH2:9][CH2:10][CH2:11]1)=[O:36].[CH3:44][O:45][c:46]1[cH:47][cH:48][cH:49][cH:50][cH:51]1.[OH:37][C:38]([C:39]([F:40])([F:41])[F:42])=[O:43]>>[O:5]=[C:6]([CH:7]1[N:8]([C:12]([CH2:13][CH2:14][S:15][C:16]([CH:17]([NH2:18])[CH2:19][c:20]2[cH:21][c:22]([C:26]([c:27]3[cH:28][cH:29][cH:30][cH:31][cH:32]3)=[O:33])[cH:23][cH:24][cH:25]2)=[O:34])=[O:35])[CH2:9][CH2:10][CH2:11]1)[OH:36]. The reactants are C(#C)C=1C=NN2C1N=C(C=C2C(F)(F)F)C2=CC=C(C=C2)C(F)(F)F (3-ethynyl-7-trifluoromethyl-5-(4-trifluoromethyl-phenyl)-pyrazolo[1,5-a]pyrimidine), IC1=CC=NC=C1 (4-iodopyridine). The product is N1=CC=C(C=C1)C#CC=1C=NN2C1N=C(C=C2C(F)(F)F)C2=CC=C(C=C2)C(F)(F)F (3-Pyridin-4-ylethynyl-7-trifluoromethyl-5-(4-trifluoromethyl-phenyl)-pyrazolo[1,5-a]pyrimidine), solid. Yield: 21.0%. As a reaction SMILES: [C:1]([C:3]1[CH:4]=[N:5][N:6]2[C:11]([C:12]([F:15])([F:14])[F:13])=[CH:10][C:9]([C:16]3[CH:21]=[CH:20][C:19]([C:22]([F:25])([F:24])[F:23])=[CH:18][CH:17]=3)=[N:8][C:7]=12)#[CH:2].I[C:27]1[CH:32]=[CH:31][N:30]=[CH:29][CH:28]=1>>[N:30]1[CH:31]=[CH:32][C:27]([C:2]#[C:1][C:3]2[CH:4]=[N:5][N:6]3[C:11]([C:12]([F:14])([F:13])[F:15])=[CH:10][C:9]([C:16]4[CH:21]=[CH:20][C:19]([C:22]([F:25])([F:24])[F:23])=[CH:18][CH:17]=4)=[N:8][C:7]=23)=[CH:28][CH:29]=1. Procedure details: The title compound was prepared from 3-ethynyl-7-trifluoromethyl-5-(4-trifluoromethyl-phenyl)-pyrazolo[1,5-a]pyrimidine (example C.1) (355 mg, 1.0 mmol) and 4-iodopyridine [CAS 15854-87-2; commercially available] (225 mg, 1.1 mmol) according to general procedure II. Obtained as a yellow solid (92 mg, 21%). MS (ISP) 433.2 [(M+H)+]; mp 252-256° C. The reactants are CO, O=C(NC(CO)c1cccc(C(F)(F)F)c1)OCc1ccccc1. The product is NC(CO)c1cccc(C(F)(F)F)c1. Reaction SMILES: [CH3:25][OH:26].[OH:1][CH2:2][CH:3]([c:4]1[cH:5][c:6]([C:10]([F:11])([F:12])[F:13])[cH:7][cH:8][cH:9]1)[NH:14][C:15](=[O:16])[O:17][CH2:18][c:19]1[cH:20][cH:21][cH:22][cH:23][cH:24]1>>[OH:1][CH2:2][CH:3]([c:4]1[cH:5][c:6]([C:10]([F:11])([F:12])[F:13])[cH:7][cH:8][cH:9]1)[NH2:14]. Reactants: [H-].[Na+] (NaH), FC(C(F)(F)F)(C=1SC=C(N1)CO)F ((2-(perfluoroethyl)thiazol-4-yl)methanol), BrC1=CC(N(C=C1)C=1C=CC2=C(N(C(=N2)C2CC2)C)C1)=O (4-bromo-1-(2-cyclopropyl-1-methyl-1H-benzo[d]imidazol-6-yl)pyridin-2(1H)-one). The solvent is CC(=O)N(C)C (DMA). Run at temperature 0 celsius, time 30 minute. Yields the product C1(CC1)C1=NC2=C(N1C)C=C(C=C2)N2C(C=C(C=C2)OCC=2N=C(SC2)C(C(F)(F)F)(F)F)=O (1-(2-Cyclopropyl-1-methyl-1H-benzimidazol-6-yl)-4-((2-(pentafluoroethyl)-1,3-thiazol-4-yl) methoxy)pyridin-2(1H)-one). Isolated yield 5.9%. As a reaction SMILES: [H-].[Na+].[F:3][C:4]([F:16])([C:9]1[S:10][CH:11]=[C:12]([CH2:14][OH:15])[N:13]=1)[C:5]([F:8])([F:7])[F:6].Br[C:18]1[CH:23]=[CH:22][N:21]([C:24]2[CH:25]=[CH:26][C:27]3[N:31]=[C:30]([CH:32]4[CH2:34][CH2:33]4)[N:29]([CH3:35])[C:28]=3[CH:36]=2)[C:20](=[O:37])[CH:19]=1>CC(N(C)C)=O>[CH:32]1([C:30]2[N:29]([CH3:35])[C:28]3[CH:36]=[C:24]([N:21]4[CH:22]=[CH:23][C:18]([O:15][CH2:14][C:12]5[N:13]=[C:9]([C:4]([F:3])([F:16])[C:5]([F:8])([F:7])[F:6])[S:10][CH:11]=5)=[CH:19][C:20]4=[O:37])[CH:25]=[CH:26][C:27]=3[N:31]=2)[CH2:33][CH2:34]1 |f:0.1|. Reported procedure: NaH (60% in oil, 51.5 mg) was added to a solution of (2-(perfluoroethyl)thiazol-4-yl)methanol (300 mg) in DMA (5 ml) at 0° C. After being stirred at 0° C. for 30 min, 4-bromo-1-(2-cyclopropyl-1-methyl-1H-benzo[d]imidazol-6-yl)pyridin-2(1H)-one (295 mg) was added to the reaction mixture. The mixture was stirred at 120° C. under N2 atmosphere for 1 h. The mixture was quenched with water and extracted with EtOAc. The organic layer was separated, washed with water and brine successively, dried over ...